From a dataset of the Open Reaction Database (ORD), a public repository of structured organic reaction records. describe an organic reaction: reactants, conditions, products, and yield Starting materials: CC1CCCN1CC1CCCN1, CC1(C)OB(c2ccc(C(=O)O)c(F)c2)OC1(C)C. Yields the product CC1CCCN1CC1CCCN1C(=O)c1ccc(B2OC(C)(C)C(C)(C)O2)cc1F. Reaction SMILES: [CH3:1][CH:2]1[N:3]([CH2:7][CH:8]2[NH:9][CH2:10][CH2:11][CH2:12]2)[CH2:4][CH2:5][CH2:6]1.[F:13][c:14]1[c:15]([C:16](=[O:17])[OH:18])[cH:19][cH:20][c:21]([B:23]2[O:24][C:25]([CH3:30])([CH3:31])[C:26]([CH3:28])([CH3:29])[O:27]2)[cH:22]1>>[CH3:1][CH:2]1[N:3]([CH2:7][CH:8]2[N:9]([C:16]([c:15]3[c:14]([F:13])[cH:22][c:21]([B:23]4[O:24][C:25]([CH3:30])([CH3:31])[C:26]([CH3:28])([CH3:29])[O:27]4)[cH:20][cH:19]3)=[O:17])[CH2:10][CH2:11][CH2:12]2)[CH2:4][CH2:5][CH2:6]1. Reactants: OC[C@H]1N(CCC1)C(=O)C1=CC=C(C=C1)C1=CC=C(C=C1)C(F)(F)F ((2-(S)-Hydroxymethyl-pyrrolidin-1-yl)-(4′-trifluoromethyl-biphenyl-4-yl)-methanone), C[C@@H]1N[C@H](CC1)C (trans-2,5-dimethyl-pyrrolidine). Procedure details: The title compound is prepared in a manner substantially analogous to Procedure RR starting from (2-(S)-Hydroxymethyl-pyrrolidin-1-yl)-(4′-trifluoromethyl-biphenyl-4-yl)-methanone and trans-2,5-dimethyl-pyrrolidine. MS (M+H) 431.2 Yields the product C[C@@H]1N([C@H](CC1)C)CC1N(CCC1)C(=O)C1=CC=C(C=C1)C1=CC=C(C=C1)C(F)(F)F ([2-(2,5-trans-Dimethyl-pyrrolidin-1-ylmethyl)-pyrrolidin-1-yl]-(4′-trifluoromethyl-biphenyl-4-yl)-methanone). As a reaction SMILES: O[CH2:2][C@@H:3]1[CH2:7][CH2:6][CH2:5][N:4]1[C:8]([C:10]1[CH:15]=[CH:14][C:13]([C:16]2[CH:21]=[CH:20][C:19]([C:22]([F:25])([F:24])[F:23])=[CH:18][CH:17]=2)=[CH:12][CH:11]=1)=[O:9].[CH3:26][C@H:27]1[CH2:31][CH2:30][C@H:29]([CH3:32])[NH:28]1>>[CH3:26][C@H:27]1[CH2:31][CH2:30][C@H:29]([CH3:32])[N:28]1[CH2:2][CH:3]1[CH2:7][CH2:6][CH2:5][N:4]1[C:8]([C:10]1[CH:15]=[CH:14][C:13]([C:16]2[CH:21]=[CH:20][C:19]([C:22]([F:25])([F:24])[F:23])=[CH:18][CH:17]=2)=[CH:12][CH:11]=1)=[O:9]. The reactants are FC(F)(F)c1cc(CBr)cc(C(F)(F)F)c1, CCOP(OCC)OCC. Yields the product CCOP(=O)(Cc1cc(C(F)(F)F)cc(C(F)(F)F)c1)OCC. As a reaction SMILES: [F:1][C:2]([c:3]1[cH:4][c:5]([CH2:6][Br:7])[cH:8][c:9]([C:11]([F:12])([F:13])[F:14])[cH:10]1)([F:15])[F:16].[P:17]([O:18][CH2:19][CH3:20])([O:21][CH2:22][CH3:23])[O:24][CH2:25][CH3:26]>>[F:1][C:2]([c:3]1[cH:4][c:5]([CH2:6][P:17]([O:18][CH2:19][CH3:20])([O:21][CH2:22][CH3:23])=[O:24])[cH:8][c:9]([C:11]([F:12])([F:13])[F:14])[cH:10]1)([F:15])[F:16].